From a dataset of the Open Reaction Database (ORD), a public repository of structured organic reaction records. describe an organic reaction: reactants, conditions, products, and yield Starting materials: CCOC(=O)C(CC(=O)[O-])(Cc1ccc(Br)c(C)c1)C(=O)OCC, O=C1Nc2ccccc2CN1C1CCNCC1. Product: CCOC(=O)C(CC(=O)N1CCC(N2Cc3ccccc3NC2=O)CC1)(Cc1ccc(Br)c(C)c1)C(=O)OCC. RXN SMILES: [Br:1][c:2]1[c:3]([CH3:24])[cH:4][c:5]([CH2:6][C:7]([C:8](=[O:9])[O:10][CH2:11][CH3:12])([CH2:13][C:14](=[O:15])[O-:16])[C:17](=[O:18])[O:19][CH2:20][CH3:21])[cH:22][cH:23]1.[NH:25]1[CH2:26][CH2:27][CH:28]([N:31]2[C:32](=[O:41])[NH:33][c:34]3[cH:35][cH:36][cH:37][cH:38][c:39]3[CH2:40]2)[CH2:29][CH2:30]1>>[Br:1][c:2]1[c:3]([CH3:24])[cH:4][c:5]([CH2:6][C:7]([C:8](=[O:9])[O:10][CH2:11][CH3:12])([CH2:13][C:14](=[O:16])[N:25]2[CH2:26][CH2:27][CH:28]([N:31]3[C:32](=[O:41])[NH:33][c:34]4[cH:35][cH:36][cH:37][cH:38][c:39]4[CH2:40]3)[CH2:29][CH2:30]2)[C:17](=[O:18])[O:19][CH2:20][CH3:21])[cH:22][cH:23]1. The reactants are BrC=1C=NC(=[N+](C1)[O-])C(=O)OCC (5-bromo-2-(ethoxycarbonyl)pyrimidine 1-oxide), FC(C(=O)OC(C(F)(F)F)=O)(F)F (trifluoroacetic anhydride). The solvent is CN(C=O)C (dimethylformamide). Reaction conditions: temperature 50 celsius. Yields the product BrC1=CN=C(NC1=O)C(=O)OCC (ethyl 5-bromo-6-oxo-1,6-dihydropyrimidine-2-carboxylate). RXN SMILES: [Br:1][C:2]1[CH:3]=[N:4][C:5]([C:9]([O:11][CH2:12][CH3:13])=[O:10])=[N+:6]([O-])[CH:7]=1.FC(F)(F)C(OC(=O)C(F)(F)F)=[O:17]>CN(C)C=O>[Br:1][C:2]1[C:3](=[O:17])[NH:4][C:5]([C:9]([O:11][CH2:12][CH3:13])=[O:10])=[N:6][CH:7]=1. Reported procedure: To a 0° C. cooled solution of 5-bromo-2-(ethoxycarbonyl)pyrimidine 1-oxide (3, 0.62 g, 2.5 mmol) in dimethylformamide (6 mL), trifluoroacetic anhydride (3.1 g, 15 mmol) was added dropwise. The reaction mixture was heated at 50° C. for 18 h. TLC showed consumption of starting material and solvent was removed under reduced pressure. The residue was triturated with methanol (2 mL) and filtered. The solid was washed with diethyl ether and dried under reduced pressure to afford ethyl 5-bromo-6-oxo-1,... Starting materials: Cn1ncnc1-c1ccc(C(=O)NC(Cc2ccccc2)CN(C(=O)[O-])C(C)(C)C)s1, CO, ClC(Cl)Cl, Cl, C1COCCO1. Yields the product Cl, Cn1ncnc1-c1ccc(C(=O)NC(CN)Cc2ccccc2)s1. RXN SMILES: [CH3:2][C:3]([N:6]([C:4](=[O:5])[O-:7])[CH2:10][CH:11]([CH2:12][c:13]1[cH:14][cH:15][cH:16][cH:17][cH:18]1)[NH:19][C:20](=[O:21])[c:22]1[s:23][c:24](-[c:27]2[n:28][cH:29][n:30][n:31]2[CH3:32])[cH:25][cH:26]1)([CH3:8])[CH3:9].[CH3:43][OH:44].[Cl:39][CH:40]([Cl:41])[Cl:42].[ClH:1].[O:33]1[CH2:34][CH2:35][O:36][CH2:37][CH2:38]1>>[ClH:1].[NH2:6][CH2:10][CH:11]([CH2:12][c:13]1[cH:14][cH:15][cH:16][cH:17][cH:18]1)[NH:19][C:20](=[O:21])[c:22]1[s:23][c:24](-[c:27]2[n:28][cH:29][n:30][n:31]2[CH3:32])[cH:25][cH:26]1. Reactants: CN(C)CC1=CC=CC(=N1)OCCCNC=O (N-[3-(6-dimethylaminomethyl-2-pyridyloxy) propyl]formamide), [OH-].[K+] (potassium hydroxide). Run in C(C)OCC (diethyl ether), CO (methanol). The product is CN(C)CC1=CC=CC(=N1)OCCCN (3-(6-Dimethylaminomethyl-2-pyridyloxy)propylamine). The yield is 77.2%. RXN SMILES: [CH3:1][N:2]([CH2:4][C:5]1[N:10]=[C:9]([O:11][CH2:12][CH2:13][CH2:14][NH:15]C=O)[CH:8]=[CH:7][CH:6]=1)[CH3:3].[OH-].[K+]>CO.C(OCC)C>[CH3:1][N:2]([CH2:4][C:5]1[N:10]=[C:9]([O:11][CH2:12][CH2:13][CH2:14][NH2:15])[CH:8]=[CH:7][CH:6]=1)[CH3:3] |f:1.2|. Reported procedure: N-[3-(6-dimethylaminomethyl-2-pyridyloxy) propyl]formamide (2.7 g, 0.013 mol) is added to a solution of 85% potassium hydroxide pellets (3.0 g) dissolved in methanol (30 ml) and heated at gentle reflux for 21 hours. The reaction is cooled, diluted with diethyl ether (30 ml), the precipitated salts filtered, and the solvent removed under vacuum. The residue is dissolved in water and the product exhaustively extracted into ethanol/chloroform, dried and evaporated to give 2.1 g of pure product. Reactants: CN1C(=O)N(C(=O)CC1=O)C (1,3-Dimethylbarbituric acid), COC(CC(OC)OC)OC (1,1,3,3-tetramethoxy-propane), FC(C(=O)O)(F)F (Trifluoroacetic Acid). Run at temperature 100 celsius, time 5 hour. Yields the product COC=CC=C1C(N(C(N(C1=O)C)=O)C)=O (5-(3-Methoxy-allylidene)-1,3-dimethyl-pyrimidine-2,4,6-trione). As a reaction SMILES: [CH3:1][N:2]1[C:9](=[O:10])[CH2:8][C:6](=[O:7])[N:5]([CH3:11])[C:3]1=[O:4].[CH3:12][O:13][CH:14](OC)[CH2:15][CH:16](OC)OC.FC(F)(F)C(O)=O>>[CH3:12][O:13][CH:14]=[CH:15][CH:16]=[C:8]1[C:9](=[O:10])[N:2]([CH3:1])[C:3](=[O:4])[N:5]([CH3:11])[C:6]1=[O:7]. Procedure: 1,3-Dimethylbarbituric acid (20 g, 0.1 mol; Aldrich) was placed in 100 mL round-bottom one-necked flask equipped with magnetic stir bar and reflux condenser, 1,1,3,3-tetramethoxy-propane, (40 mL, 0.2 mol; Aldrich) and 1 mL of Trifluoroacetic Acid (2 mL, 0.03 mol; Sigma) were added to the reaction mixture. The flask was heated at 100° C. with stirring for 5 hours and then cooled to room temperature. The crystallized product was filtered, washed with methanol and dried. The yield was 23 g (80% of ... Reactants: C1(=CC=CC=C1)S(=O)(=O)NC=1C(=NC=CC1)CCCC#N (3-benzenesulphonamido-2-(3-cyanopropyl)pyridine), [OH-].[Na+] (sodium hydroxide), C(C)O (ethanol). Product: C1(=CC=CC=C1)S(=O)(=O)NC=1C(=NC=CC1)CCCC(=O)O (4-(3-Benzenesulphonamidopyrid-2-yl)butanoic acid). Reaction SMILES: [C:1]1([S:7]([NH:10][C:11]2[C:12]([CH2:17][CH2:18]CC#N)=[N:13][CH:14]=[CH:15][CH:16]=2)(=[O:9])=[O:8])[CH:6]=[CH:5][CH:4]=[CH:3][CH:2]=1.[OH-:22].[Na+].[CH2:24]([OH:26])[CH3:25]>>[C:1]1([S:7]([NH:10][C:11]2[C:12]([CH2:17][CH2:18][CH2:25][C:24]([OH:22])=[O:26])=[N:13][CH:14]=[CH:15][CH:16]=2)(=[O:9])=[O:8])[CH:6]=[CH:5][CH:4]=[CH:3][CH:2]=1 |f:1.2|. Procedure details: A solution of 3-benzenesulphonamido-2-(3-cyanopropyl)pyridine (5.22 g) in ethanol (100 ml) and 15% w/v sodium hydroxide solution (50 ml) was refluxed for 6 hours. The pH of the solution was adjusted to pH=4 when a white solid precipitated from the solution. The solid was collected by filtration and recrystallised from ethanol to give the title compound (3.34 g) as white needles. m.p. 156°-157° C. Starting materials: glass 3-L, ice water, CN1CCC(=CC1)C2=CC=CS2 (MTTHP), [BH4-].[Na+] (sodium tetrahydroborate), COC(C(C(F)(F)F)(C(F)(F)F)O)=O (2-hydroxy-3,3,3-trifluoro-2-trifluoromethylpropionic acid methyl ester). Solvent: O (water). Run at time 1 hour. Product: FC(C(CO)(O)C(F)(F)F)(F)F (3,3,3-trifluoro-2-trifluoromethylpropane-1,2-diol). Yield: 48.1%. RXN SMILES: [BH4-].[Na+].C[O:4][C:5](=O)[C:6]([OH:15])([C:11]([F:14])([F:13])[F:12])[C:7]([F:10])([F:9])[F:8].CN1CC=C(C2SC=CC=2)CC1>O>[F:8][C:7]([F:9])([F:10])[C:6]([C:11]([F:12])([F:14])[F:13])([OH:15])[CH2:5][OH:4] |f:0.1|. Procedure: A glass 3-L four-neck flask was fitted with a mechanical stirrer, a Dimroth condenser, and a dropping funnel. Operating at room temperature, 1 L of pure water was introduced into the reactor followed by the introduction of 69 g (1.93 mol) sodium tetrahydroborate and dissolution. To this was added dropwise 515 g (2.28 mol) 2-hydroxy-3,3,3-trifluoro-2-trifluoromethylpropionic acid methyl ester (MTTHP). Suitable cooling was performed with ice water during this period so as to prevent the liquid tem...